Dataset: the Open Reaction Database (ORD), a public repository of structured organic reaction records. Task: describe an organic reaction: reactants, conditions, products, and yield Reactants: C(C)(C)OC(C)C (diisopropyl ether), C(C)(=O)OCC(F)Br.C1CCOC1 (bromofluoroethyl acetate THF), C(C)(=O)OCC(F)Br (bromofluoroethyl acetate), C(CC)=O.C1CCOC1 (propionaldehyde THF), C(CC)=O (propionaldehyde). Run in O (water). Conditions: time 20 minute. Yields the product FC(C(=O)OCC)C(CC)O (ethyl 2-fluoro-3-hydroxy-pentanoate). The yield is 85.0%. Reaction SMILES: [C:1]([O:4][CH2:5][CH:6](Br)[F:7])(=O)[CH3:2].[CH2:9]1C[O:12][CH2:11][CH2:10]1.C(OCC(Br)F)(=[O:16])C.C(=O)CC.C1COCC1.C(=O)CC.C(OC(C)C)(C)C>O>[F:7][CH:6]([CH:11]([OH:12])[CH2:10][CH3:9])[C:5]([O:4][CH2:1][CH3:2])=[O:16] |f:0.1,3.4|. Procedure details: After a 500 mL reaction vessel which had been sufficiently dried inside by vacuum heating was replaced with dry nitrogen, and placed in an ice bath, 24.2 g (370 mmol/1.5 equivalent) of activated metal zinc and 300 mL of THF (dehydrated) were added into the reaction vessel. Thereto was added a bromofluoroethyl acetate/THF solution (46.91 g (253.6 mmol/1.0 equivalent) of bromofluoroethyl acetate and 80 mL of THF (dehydrated)) dropwise over 5 min. After the dropwise addition, the temperature of the... Reaction SMILES: [CH2:1]([CH2:2][CH3:3])[c:4]1[n:5][c:6]2[c:7]([n:8]1[CH2:9][c:10]1[cH:11][cH:12][c:13](-[c:16]3[c:17]([C:22](=[O:23])[O:24][C:25]([CH3:26])([CH3:27])[CH3:28])[cH:18][cH:19][cH:20][cH:21]3)[cH:14][cH:15]1)[cH:29][c:30]1[cH:31][cH:32][cH:33][cH:34][c:35]1[cH:36]2.[CH2:44]([Cl:45])[Cl:46].[OH:37][C:38]([C:39]([F:40])([F:41])[F:42])=[O:43]>>[CH2:1]([CH2:2][CH3:3])[c:4]1[n:5][c:6]2[c:7]([n:8]1[CH2:9][c:10]1[cH:11][cH:12][c:13](-[c:16]3[c:17]([C:22](=[O:23])[OH:24])[cH:18][cH:19][cH:20][cH:21]3)[cH:14][cH:15]1)[cH:29][c:30]1[cH:31][cH:32][cH:33][cH:34][c:35]1[cH:36]2. Product: CCCc1nc2cc3ccccc3cc2n1Cc1ccc(-c2ccccc2C(=O)O)cc1. The reactants are CCCc1nc2cc3ccccc3cc2n1Cc1ccc(-c2ccccc2C(=O)OC(C)(C)C)cc1, ClCCl, O=C(O)C(F)(F)F. The reactants are N[C@@H](CCCNC(N)=N)C(=O)O (arginine), NC(CCCNC(N)=N)C(=O)O (DL-arginine), ·, O=C1C(O)=C(O)[C@H](O1)[C@@H](O)CO (ascorbic acid), N[C@@H](CCCNC(N)=N)C(=O)O (L-Arg). Reagents/catalysts: [O-]S(=O)(=O)[O-].[Mn+2].O (MnSO4.H2O). Run at time 22 hour. Yields the product N[C@@H](CCCN)C(=O)O (ornithine). Reaction SMILES: [NH2:1][CH:2]([C:10]([OH:12])=[O:11])[CH2:3][CH2:4][CH2:5][NH:6]C(=N)N.O=C1O[C@H]([C@H](CO)O)C(O)=C1O.N[C@H](C(O)=O)CCCNC(=N)N>[O-]S([O-])(=O)=O.[Mn+2].O>[NH2:1][C@H:2]([C:10]([OH:12])=[O:11])[CH2:3][CH2:4][CH2:5][NH2:6] |f:3.4.5|. Reported procedure: 100 ml of a 1.25 molar, racemic solution of DL-arginine are mixed with 5·10-4 mol/l MnSO4.H2O, 2.5·10-4 mol/1 ascorbic acid and 14.0 mg L-arginase (=10000 U/(l·mol L-Arg)). After 22 hours, the conversion was 50% of the original amount of arginine and a corresponding amount of ornithine had been produced. Starting materials: OCC1=CC=C(C=C1)C1=C(C(=O)O)C=CC=C1 (2-(4'-hydroxymethylphenyl)benzoic acid), CO (methanol), S(O)(O)(=O)=O (Sulfuric acid). The product is OCC1=CC=C(C=C1)C1=C(C(=O)OC)C=CC=C1 (methyl 2-(4'-hydroxymethylphenyl)benzoate). The yield is 89.0%. RXN SMILES: [OH:1][CH2:2][C:3]1[CH:8]=[CH:7][C:6]([C:9]2[CH:17]=[CH:16][CH:15]=[CH:14][C:10]=2[C:11]([OH:13])=[O:12])=[CH:5][CH:4]=1.S(=O)(=O)(O)O.[CH3:23]O>>[OH:1][CH2:2][C:3]1[CH:8]=[CH:7][C:6]([C:9]2[CH:17]=[CH:16][CH:15]=[CH:14][C:10]=2[C:11]([O:13][CH3:23])=[O:12])=[CH:5][CH:4]=1. Reported procedure: 4.0 g (17.5 mmol) of 2-(4'-hydroxymethylphenyl)benzoic acid was dissolved in methanol (50 ml). Sulfuric acid (1 ml) was added thereto, followed by heating under reflux for 8 hours. After conducting vacuum concentration, water was added thereto, followed by the extraction with chloroform. After the organic phase was washed with water and dried, it was subjected to vacuum concentration. The residue was purified by silica gel column chromatography (a n-hexane/ethyl acetate system) to give 3.8 g of ...